Task: describe an organic reaction: reactants, conditions, products, and yield. Dataset: the Open Reaction Database (ORD), a public repository of structured organic reaction records The reactants are N(C(=O)C)C1=CC=C2C(=NN=C(C2=C1)Cl)CC1=CC=NC=C1 (7-acetamino-1-chloro-4-(4-pyridylmethyl)phthalazine), COC=1C=C(N)C=CC1 (3-methoxyaniline). Solvent: C(CCC)O (1-butanol). The product is Cl.N(C(=O)C)C1=CC=C2C(=NN=C(C2=C1)NC1=CC(=CC=C1)OC)CC1=CC=NC=C1 (7-Acetamino-1-(3-methoxyanilino)-4-(4-pyridylmethyl)phthalazine hydrochloride). As a reaction SMILES: [NH:1]([C:5]1[CH:14]=[C:13]2[C:8]([C:9]([CH2:16][C:17]3[CH:22]=[CH:21][N:20]=[CH:19][CH:18]=3)=[N:10][N:11]=[C:12]2[Cl:15])=[CH:7][CH:6]=1)[C:2]([CH3:4])=[O:3].[CH3:23][O:24][C:25]1[CH:26]=[C:27]([CH:29]=[CH:30][CH:31]=1)[NH2:28]>C(O)CCC>[ClH:15].[NH:1]([C:5]1[CH:14]=[C:13]2[C:8]([C:9]([CH2:16][C:17]3[CH:22]=[CH:21][N:20]=[CH:19][CH:18]=3)=[N:10][N:11]=[C:12]2[NH:28][C:27]2[CH:29]=[CH:30][CH:31]=[C:25]([O:24][CH3:23])[CH:26]=2)=[CH:7][CH:6]=1)[C:2]([CH3:4])=[O:3] |f:3.4|. Reported procedure: By analogy with 25, 300 mg (0.96 mmol) 7-acetamino-1-chloro-4-(4-pyridylmethyl)phthalazine is reacted in 3.9 ml 1-butanol with 321 μl (2.88 mmol) 3-methoxyaniline to obtain title compound: m.p.: 156-159° C.; HPLC: tRet(Grad5-40)=11.0; FAB MS (M+H)+=400. Starting materials: COc1ccc(CC(=O)Cl)cc1, Cc1cc(C)nc(N)c1. Product: COc1ccc(CC(=O)Nc2cc(C)cc(C)n2)cc1. RXN SMILES: [CH3:1][O:2][c:3]1[cH:4][cH:5][c:6]([CH2:9][C:10](=[O:11])[Cl:12])[cH:7][cH:8]1.[NH2:13][c:14]1[n:15][c:16]([CH3:21])[cH:17][c:18]([CH3:20])[cH:19]1>>[CH3:1][O:2][c:3]1[cH:4][cH:5][c:6]([CH2:9][C:10](=[O:11])[NH:13][c:14]2[n:15][c:16]([CH3:21])[cH:17][c:18]([CH3:20])[cH:19]2)[cH:7][cH:8]1. Reactants: COC(OC)C(=O)C=C(SC)SC, CCOC(C)=O, [H-], CCn1c(C(=O)N(C2CC2)C2CC2)cc2c3c(ncn3C)c(N)nc21, [Na+], CN(C)C=O. Yields the product CCn1c(C(=O)N(C2CC2)C2CC2)cc2c3c(ncn3C)c(NC(=CC(=O)C(OC)OC)SC)nc21. As a reaction SMILES: [CH3:28][O:29][CH:30]([C:31]([CH:32]=[C:33]([S:34][CH3:35])[S:36][CH3:37])=[O:38])[O:39][CH3:40].[CH3:46][CH2:47][O:48][C:49](=[O:50])[CH3:51].[H-:1].[NH2:3][c:4]1[c:5]2[c:6]([c:7]3[c:8]([n:9]1)[n:10]([CH2:22][CH3:23])[c:11]([C:13](=[O:14])[N:15]([CH:16]1[CH2:17][CH2:18]1)[CH:19]1[CH2:20][CH2:21]1)[cH:12]3)[n:24]([CH3:27])[cH:25][n:26]2.[Na+:2].[O:41]=[CH:42][N:43]([CH3:44])[CH3:45]>>[NH:3]([c:4]1[c:5]2[c:6]([c:7]3[c:8]([n:9]1)[n:10]([CH2:22][CH3:23])[c:11]([C:13](=[O:14])[N:15]([CH:16]1[CH2:17][CH2:18]1)[CH:19]1[CH2:20][CH2:21]1)[cH:12]3)[n:24]([CH3:27])[cH:25][n:26]2)[C:33](=[CH:32][C:31]([CH:30]([O:29][CH3:28])[O:39][CH3:40])=[O:38])[S:34][CH3:35].